Dataset: the Open Reaction Database (ORD), a public repository of structured organic reaction records. Task: describe an organic reaction: reactants, conditions, products, and yield Reactants: C(C1=CC=CC=C1)C=1C=C2C(NC(=NC2=CC1Cl)N1N=CC(=C1)C(=O)OCC)=O (ethyl 1-(6-benzyl-7-chloro-4-oxo-3,4-dihydroquinazolin-2-yl)-1H-pyrazole-4-carboxylate), N1CCOCC1 (morpholine). Yields the product C(C1=CC=CC=C1)C=1C=C2C(=NC(=NC2=CC1Cl)N1N=CC(=C1)C(=O)O)N1CCOCC1 (1-(6-Benzyl-7-chloro-4-morpholinoquinazolin-2-yl)-1H-pyrazole-4-carboxylic acid). RXN SMILES: [CH2:1]([C:8]1[CH:9]=[C:10]2[C:15](=[CH:16][C:17]=1[Cl:18])[N:14]=[C:13]([N:19]1[CH:23]=[C:22]([C:24]([O:26]CC)=[O:25])[CH:21]=[N:20]1)[NH:12][C:11]2=O)[C:2]1[CH:7]=[CH:6][CH:5]=[CH:4][CH:3]=1.[NH:30]1[CH2:35][CH2:34][O:33][CH2:32][CH2:31]1>>[CH2:1]([C:8]1[CH:9]=[C:10]2[C:15](=[CH:16][C:17]=1[Cl:18])[N:14]=[C:13]([N:19]1[CH:23]=[C:22]([C:24]([OH:26])=[O:25])[CH:21]=[N:20]1)[N:12]=[C:11]2[N:30]1[CH2:35][CH2:34][O:33][CH2:32][CH2:31]1)[C:2]1[CH:7]=[CH:6][CH:5]=[CH:4][CH:3]=1. Reported procedure: The above compound may be made analogous to Example 1 using ethyl 1-(6-benzyl-7-chloro-4-oxo-3,4-dihydroquinazolin-2-yl)-1H-pyrazole-4-carboxylate in step D and morpholine in step E. MS (ESI): predicted mass calcd. for C23H20ClN5O3, 449.9 Starting materials: Cc1ccccc1, O=C(O)C1CC1, [Cl-], Nc1ccc(C2=NNC(=O)CC2)cc1. Product: O=C1CCC(c2ccc(NC(=O)C3CC3)cc2)=NN1. As a reaction SMILES: [CH3:22][c:23]1[cH:24][cH:25][cH:26][cH:27][cH:28]1.[CH:16]1([C:19](=[O:20])[OH:21])[CH2:17][CH2:18]1.[Cl-:15].[NH2:1][c:2]1[cH:3][cH:4][c:5]([C:8]2=[N:13][NH:12][C:11](=[O:14])[CH2:10][CH2:9]2)[cH:6][cH:7]1>>[NH:1]([c:2]1[cH:3][cH:4][c:5]([C:8]2=[N:13][NH:12][C:11](=[O:14])[CH2:10][CH2:9]2)[cH:6][cH:7]1)[C:19]([CH:16]1[CH2:17][CH2:18]1)=[O:20]. The reactants are COC=1C=C(C=CC#N)C=CC1OC (3,4-dimethoxycinnamonitrile), CCO (EtOH), Cl (hydrogen chloride). Reaction conditions: time 18 hour. Yields the product Cl.COC(C=CC1=CC(=C(C=C1)OC)OC)=N (methyl-(3,4-dimethoxy)-cinnamoimidate hydrochloride). Yield: 60.0%. As a reaction SMILES: [CH3:1][O:2][C:3]1[CH:4]=[C:5]([CH:10]=[CH:11][C:12]=1[O:13][CH3:14])[CH:6]=[CH:7][C:8]#[N:9].[ClH:15].C[CH2:17][OH:18]>>[ClH:15].[CH3:17][O:18][C:8](=[NH:9])[CH:7]=[CH:6][C:5]1[CH:10]=[CH:11][C:12]([O:13][CH3:14])=[C:3]([O:2][CH3:1])[CH:4]=1 |f:3.4|. Procedure: A suspension of 3,4-dimethoxycinnamonitrile (10 g; 52 mmol) in EtOH (150 mL) was cooled in an ice bath. The cold mixture was then saturated with hydrogen chloride. The reaction solution was refrigerated for 18 hours. The precipitate formed was collected by filtration. The colorless solid gave 8.0 g (60% yield) of methyl-(3,4-dimethoxy)-cinnamoimidate hydrochloride which was used in the next reaction, 1H-NMR (DMSO-d6; 200 MHz) δ11.8 (broad s, 1H), 10.9 (broad s, 1H), 7.82-7.9 (d, 1H), 7.3 (d, 2H)... Reactants: O (water), C(C1=CC=CC=C1)N1C2=C(C3=C(C=CC=C13)O)C(CCCC2)C(=O)N (5-benzyl-1-hydroxy-5,6,7,8,9,10-hexahydro-cyclohepta[b]indole-10-carboxylic acid amide), C(=O)([O-])[O-].[Cs+].[Cs+] (Cs2CO3), BrCC(=O)OC (methyl bromoacetate). Solvent: CCOC(=O)C (EtOAc), CN(C)C=O (DMF). Reaction conditions: time 8 hour. The product is COC(COC1=C2C3=C(N(C2=CC=C1)CC1=CC=CC=C1)CCCCC3C(N)=O)=O ((5-Benzyl-10-carbamoyl-5,6,7,8,9,10-hexahydro-cyclohepta[b]indol-1-yloxy)acetic Acid Methyl Ester). Yield: 61.3%. As a reaction SMILES: [CH2:1]([N:8]1[C:16]2[C:11](=[C:12]([OH:17])[CH:13]=[CH:14][CH:15]=2)[C:10]2[CH:18]([C:23]([NH2:25])=[O:24])[CH2:19][CH2:20][CH2:21][CH2:22][C:9]1=2)[C:2]1[CH:7]=[CH:6][CH:5]=[CH:4][CH:3]=1.C([O-])([O-])=O.[Cs+].[Cs+].Br[CH2:33][C:34]([O:36][CH3:37])=[O:35].O>CN(C=O)C.CCOC(C)=O>[CH3:37][O:36][C:34](=[O:35])[CH2:33][O:17][C:12]1[CH:13]=[CH:14][CH:15]=[C:16]2[C:11]=1[C:10]1[CH:18]([C:23](=[O:24])[NH2:25])[CH2:19][CH2:20][CH2:21][CH2:22][C:9]=1[N:8]2[CH2:1][C:2]1[CH:3]=[CH:4][CH:5]=[CH:6][CH:7]=1 |f:1.2.3|. Reported procedure: A slurry of 5-benzyl-1-hydroxy-5,6,7,8,9,10-hexahydro-cyclohepta[b]indole-10-carboxylic acid amide (Part F; 275 mg; 0.822 mmol) and Cs2CO3 (670 mg; 2.06 mmol) in 8 mL of DMF was treated with methyl bromoacetate (0.100 mL; 1.07 mmol). After stirring overnight at ambient temperature, the reaction mixture was poured into water and EtOAc (20 mL each). The layers were separated, and the organic phase was washed with water (3×20 mL), dried over Na2SO4 and concentrated in vacuo. Purification by radial ... Product: C(C)(C)(C)C1=CC=C(C=C1)C=C(C=O)C (3-(p-tert.butyl-phenyl)-2-methyl-acrolein). Starting materials: C(C)(=O)O (acetic acid), C(C)(C)(C)C1=CC=C(C=O)C=C1 (p-tert.butyl-benzaldehyde), [OH-].[K+] (potassium hydroxide), C(CC)=O (propionaldehyde). Reaction conditions: temperature 40 celsius, time 1 hour. RXN SMILES: [C:1]([C:5]1[CH:12]=[CH:11][C:8]([CH:9]=O)=[CH:7][CH:6]=1)([CH3:4])([CH3:3])[CH3:2].[OH-].[K+].[CH:15](=[O:18])[CH2:16][CH3:17].C(O)(=O)C>CO>[C:1]([C:5]1[CH:12]=[CH:11][C:8]([CH:9]=[C:16]([CH3:17])[CH:15]=[O:18])=[CH:7][CH:6]=1)([CH3:4])([CH3:3])[CH3:2] |f:1.2|. Reported procedure: 108.5 g of p-tert.butyl-benzaldehyde are added under nitrogen gasification to a solution of 1.4 g of potassium hydroxide in 100 ml of methanol and 39.2 g of propionaldehyde are subsequently added dropwise at 40° C. over a period of 6 hours. Subsequently, the mixture is further stirred at 40° C. for 1 hour, 1.5 ml of acetic acid are added and the mixture is concentrated on a rotary evaporator. The oily suspension is taken up in ether, washed neutral with water, dried and evaporated. By distillati... Solvent: CO (methanol). Reactants: C1CCOC1, CON(C)C(C)=O, O=Cc1c(C2CC2)nc2ccccc2c1-c1ccc(F)cc1, CC(C)NC(C)C, [Li]CCCC. Product: CON(C)C(=O)CC(O)c1c(C2CC2)nc2ccccc2c1-c1ccc(F)cc1. Reaction SMILES: [CH2:42]1[O:43][CH2:44][CH2:45][CH2:46]1.[CH3:13][O:14][N:15]([C:16]([CH3:17])=[O:18])[CH3:19].[CH:20]1([c:23]2[n:24][c:25]3[cH:26][cH:27][cH:28][cH:29][c:30]3[c:31](-[c:35]3[cH:36][cH:37][c:38]([F:41])[cH:39][cH:40]3)[c:32]2[CH:33]=[O:34])[CH2:21][CH2:22]1.[CH:6]([NH:7][CH:8]([CH3:9])[CH3:10])([CH3:11])[CH3:12].[Li:1][CH2:2][CH2:3][CH2:4][CH3:5]>>[CH3:13][O:14][N:15]([C:16]([CH2:17][CH:33]([c:32]1[c:23]([CH:20]2[CH2:21][CH2:22]2)[n:24][c:25]2[cH:26][cH:27][cH:28][cH:29][c:30]2[c:31]1-[c:35]1[cH:36][cH:37][c:38]([F:41])[cH:39][cH:40]1)[OH:34])=[O:18])[CH3:19].